From a dataset of the Open Reaction Database (ORD), a public repository of structured organic reaction records. describe an organic reaction: reactants, conditions, products, and yield The solvent is C(Cl)(Cl)Cl (chloroform). The reactants are ClC=1C=C2CCN(C2=CC1)C(=O)C=1C=C2NC(C=3N(C2=CC1C)C(=NN3)C(O)C3CC3)=O (7-[(5-chloro-2,3-dihydro-1H-indol-1-yl)carbonyl]-1-[cyclopropyl(hydroxy)methyl]-8-methyl[1,2,4]triazolo[4,3-a]quinoxalin-4(5H)-one), ClCCl (dichloromethane), CC(=O)OI1(C=2C=CC=CC2C(=O)O1)(OC(=O)C)OC(=O)C (Dess-Martin periodinane), S(=S)(=O)([O-])[O-].[Na+].[Na+] (sodium thiosulfate). Yield: 36.2%. Reaction conditions: time 4 hour. Yields the product ClC=1C=C2CCN(C2=CC1)C(=O)C=1C=C2NC(C=3N(C2=CC1C)C(=NN3)C(=O)C3CC3)=O (7-[(5-chloro-2,3-dihydro-1H-indol-1-yl)carbonyl]-1-(cyclopropylcarbonyl)-8-methyl[1,2,4]triazolo[4,3-a]quinoxalin-4(5H)-one). As a reaction SMILES: [Cl:1][C:2]1[CH:3]=[C:4]2[C:8](=[CH:9][CH:10]=1)[N:7]([C:11]([C:13]1[CH:14]=[C:15]3[C:20](=[CH:21][C:22]=1[CH3:23])[N:19]1[C:24]([CH:27]([CH:29]4[CH2:31][CH2:30]4)[OH:28])=[N:25][N:26]=[C:18]1[C:17](=[O:32])[NH:16]3)=[O:12])[CH2:6][CH2:5]2.ClCCl.CC(OI1(OC(C)=O)(OC(C)=O)OC(=O)C2C=CC=CC1=2)=O.S([O-])([O-])(=O)=S.[Na+].[Na+]>C(Cl)(Cl)Cl>[Cl:1][C:2]1[CH:3]=[C:4]2[C:8](=[CH:9][CH:10]=1)[N:7]([C:11]([C:13]1[CH:14]=[C:15]3[C:20](=[CH:21][C:22]=1[CH3:23])[N:19]1[C:24]([C:27]([CH:29]4[CH2:31][CH2:30]4)=[O:28])=[N:25][N:26]=[C:18]1[C:17](=[O:32])[NH:16]3)=[O:12])[CH2:6][CH2:5]2 |f:3.4.5|. Reported procedure: To a mixed solution of 100 mg of 7-[(5-chloro-2,3-dihydro-1H-indol-1-yl)carbonyl]-1-[cyclopropyl(hydroxy)methyl]-8-methyl[1,2,4]triazolo[4,3-a]quinoxalin-4(5H)-one and 5 mL of dichloromethane was added 113 mg of Dess-Martin periodinane under ice-cooling. The mixed reaction liquid was returned to room temperature, followed by stirring for 4 hours. To the mixed reaction liquid were added a saturated aqueous sodium thiosulfate solution and chloroform, followed by stirring for a while, and then extr... Starting materials: C(C)(C)(C)OC(C(CC(C)C)N(C(C1=CC=CC(=C1)F)=O)SSC1=C(C=C(C=C1)F)C(NC(CC(C)C)C(=O)OC(C)(C)C)=O)=O (2-[[2-(1-tert-butoxycarbonyl-3-methyl-butylcarbamoyl)-4-fluorophenyldisulfanyl]-5-fluorobenzoylamino]-4-methyl pentanoic acid tert-butyl ester), FC(C(=O)O)(F)F (trifluoroacetic acid). Run in C1(=CC=CC=C1)OC (anisole), ClCCl (dichloromethane). Product: C(=O)(O)C(CC(C)C)NC(=O)C1=C(C=CC(=C1)F)SSC1=C(C(=O)NC(C(=O)O)CC(C)C)C=C(C=C1)F (2-[2-[2-(1-Carboxy-3-methylbutylcarbamoyl)-4-fluorophenyldisulfanyl]-5-fluorobenzoylamino]4-methyl-pentanoic acid). Reaction SMILES: C(OC(=O)C(N([S:22][S:23][C:24]1[CH:29]=[CH:28][C:27]([F:30])=[CH:26][C:25]=1[C:31](=[O:45])[NH:32][CH:33]([C:38]([O:40]C(C)(C)C)=[O:39])[CH2:34][CH:35]([CH3:37])[CH3:36])C(=O)C1C=C(F)C=CC=1)CC(C)C)(C)(C)C.F[C:48](F)(F)[C:49]([OH:51])=[O:50]>ClCCl.C1(OC)C=CC=CC=1>[C:49]([CH:48]([NH:32][C:31]([C:25]1[CH:26]=[C:27]([F:30])[CH:28]=[CH:29][C:24]=1[S:22][S:23][C:24]1[CH:29]=[CH:28][C:27]([F:30])=[CH:26][C:25]=1[C:31]([NH:32][CH:33]([CH2:34][CH:35]([CH3:36])[CH3:37])[C:38]([OH:40])=[O:39])=[O:45])=[O:45])[CH2:37][CH:35]([CH3:34])[CH3:36])([OH:51])=[O:50]. Reported procedure: The general method of Preparation 20 was followed using [S-(R*,R*)]-2-[2-[[2-(1-tert-butoxycarbonyl-3-methyl-butylcarbamoyl)-4-fluorophenyldisulfanyl]-5-fluorobenzoylamino]-4-methyl pentanoic acid tert-butyl ester (1.8 g, 2.6 mmol) in 20 mL dichloromethane, anisole (2 mL), and 20 mL trifluoroacetic acid. The crude product was recrystallized from methanol/water to afford 0.9 g of the title compound. The reactants are BrB(Br)Br, COc1ccc(-c2nnc(N3CCN4CCC3CC4)o2)cc1, ClC(Cl)Cl. The product is Oc1ccc(-c2nnc(N3CCN4CCC3CC4)o2)cc1. RXN SMILES: [B:23]([Br:24])([Br:25])[Br:26].[CH3:1][O:2][c:3]1[cH:4][cH:5][c:6](-[c:9]2[n:10][n:11][c:12]([N:14]3[CH2:15][CH2:16][N:17]4[CH2:18][CH2:19][CH:20]3[CH2:21][CH2:22]4)[o:13]2)[cH:7][cH:8]1.[CH:27]([Cl:28])([Cl:29])[Cl:30]>>[OH:2][c:3]1[cH:4][cH:5][c:6](-[c:9]2[n:10][n:11][c:12]([N:14]3[CH2:15][CH2:16][N:17]4[CH2:18][CH2:19][CH:20]3[CH2:21][CH2:22]4)[o:13]2)[cH:7][cH:8]1. The reactants are CCOC(=O)c1cn2c(n1)CN(Cc1ccccc1)CC2, CC(C)C[AlH]CC(C)C, Cc1ccccc1, ClCCl. Product: O=Cc1cn2c(n1)CN(Cc1ccccc1)CC2. As a reaction SMILES: [CH2:13]([O:15][C:16](=[O:14])[c:18]1[n:19][c:20]2[n:21]([cH:33]1)[CH2:22][CH2:23][N:24]([CH2:26][c:27]1[cH:28][cH:29][cH:30][cH:31][cH:32]1)[CH2:25]2)[CH3:17].[CH3:1][CH:2]([CH2:3][AlH:4][CH2:5][CH:6]([CH3:7])[CH3:8])[CH3:9].[CH3:34][c:35]1[cH:36][cH:37][cH:38][cH:39][cH:40]1.[Cl:10][CH2:11][Cl:12]>>[O:15]=[CH:16][c:18]1[n:19][c:20]2[n:21]([cH:33]1)[CH2:22][CH2:23][N:24]([CH2:26][c:27]1[cH:28][cH:29][cH:30][cH:31][cH:32]1)[CH2:25]2. The reactants are C(C)(=O)OC=1C=CC=2N(C3=CC=C(C=C3C2C1)OC(C)=O)CC (N-ethyl-3,6-carbazolediol diacetate), Cl.N1(CCCCC1)CCCl (2-piperidinoethylchloride hydrochloride), C[O-].[Na+] (sodium methoxide). Solvent: ClC1=CC=CC=C1 (chlorobenzene). Yields the product Cl.Cl.C(C)N1C2=CC=C(C=C2C=2C=C(C=CC12)OCCN1CCCCC1)OCCN1CCCCC1 (N-ethyl-3,6-bis(2-piperidinoethoxy)carbazole dihydrochloride). As a reaction SMILES: [C:1]([O:4][C:5]1[CH:6]=[CH:7][C:8]2[N:9]([CH2:22][CH3:23])[C:10]3[C:15]([C:16]=2[CH:17]=1)=[CH:14][C:13]([O:18][C:19](=O)[CH3:20])=[CH:12][CH:11]=3)(=O)[CH3:2].[ClH:24].[N:25]1(CC[Cl:33])[CH2:30][CH2:29][CH2:28][CH2:27][CH2:26]1.C[O-].[Na+]>ClC1C=CC=CC=1>[ClH:33].[ClH:24].[CH2:22]([N:9]1[C:8]2[CH:7]=[CH:6][C:5]([O:4][CH2:1][CH2:2][N:25]3[CH2:30][CH2:29][CH2:28][CH2:27][CH2:26]3)=[CH:17][C:16]=2[C:15]2[C:10]1=[CH:11][CH:12]=[C:13]([O:18][CH2:19][CH2:20][N:25]1[CH2:26][CH2:27][CH2:28][CH2:29][CH2:30]1)[CH:14]=2)[CH3:23] |f:1.2,3.4,6.7.8|. Reported procedure: A mixture of 15.5 g (0.05 mole) of N-ethyl-3,6-carbazolediol diacetate, 18.4 g (0.1 mole) of 2-piperidinoethylchloride hydrochloride, 10.8 g (0.2 mole) of sodium methoxide and 400 ml of chlorobenzene is refluxed for 24 hours. Upon cooling, the reaction mixture is filtered, and the filtrate is washed with several portions of water, dried over anhydrous magnesium sulfate, diluted with ether and acidified with ethereal HCl. The resulting precipitate is collected and recrystallized from methanol-eth... Starting materials: COS(=O)(=O)OC, Cc1ccccc1, NC(=S)c1c(F)cccc1Cl. The product is CSC(=N)c1c(F)cccc1Cl. RXN SMILES: [CH3:12][O:13][S:14]([O:15][CH3:16])(=[O:17])=[O:18].[CH3:19][c:20]1[cH:21][cH:22][cH:23][cH:24][cH:25]1.[Cl:1][c:2]1[c:3]([C:4]([NH2:5])=[S:6])[c:7]([F:11])[cH:8][cH:9][cH:10]1>>[Cl:1][c:2]1[c:3]([C:4](=[NH:5])[S:6][CH3:12])[c:7]([F:11])[cH:8][cH:9][cH:10]1.